Dataset: the Open Reaction Database (ORD), a public repository of structured organic reaction records. Task: describe an organic reaction: reactants, conditions, products, and yield Starting materials: C(C)N1C(=NC2=C1C=CC=C2)NCCN2CCN(CC2)C2=NC=CC=C2 ((1-ethylbenzimidazol-2-yl) [2-(4-(2-pyridyl)piperazinyl)ethyl]amine), Br.N1=C(C=CC=C1)N1CCN(CC1)CCNC1=NC2=C(N1C(C)C)C=CC=C2 (1-(Pyridin-2-yl)-4-(2-[1-isopropylbenzimidazol-2-yl]aminoethyl)piperazine hydrobromide), Compound 41, Br.N1=C(C=CC=C1)N1CCN(CC1)CCNC1=NC2=C(N1C(C)C)C=CC=C2 (1-(Pyridin-2-yl)-4-(2-[1-isopropylbenzimidazol-2-yl]aminoethyl)piperazine hydrobromide). Product: Br.N1=C(C=CC=C1)N1CCN(CC1)CCNC1=NC2=C(N1CC)C=CC=C2 (1-(Pyridin-2-yl)-4-(2-[1-ethylbenzimidazol-2-yl]aminoethyl)piperazine hydrobromide). As a reaction SMILES: [CH2:1]([N:3]1[C:7]2[CH:8]=[CH:9][CH:10]=[CH:11][C:6]=2[N:5]=[C:4]1[NH:12][CH2:13][CH2:14][N:15]1[CH2:20][CH2:19][N:18]([C:21]2[CH:26]=[CH:25][CH:24]=[CH:23][N:22]=2)[CH2:17][CH2:16]1)[CH3:2].[BrH:27].N1C=CC=CC=1N1CCN(CCNC2N(C(C)C)C3C=CC=CC=3N=2)CC1>>[BrH:27].[N:22]1[CH:23]=[CH:24][CH:25]=[CH:26][C:21]=1[N:18]1[CH2:17][CH2:16][N:15]([CH2:14][CH2:13][NH:12][C:4]2[N:3]([CH2:1][CH3:2])[C:7]3[CH:8]=[CH:9][CH:10]=[CH:11][C:6]=3[N:5]=2)[CH2:20][CH2:19]1 |f:1.2,3.4|. Procedure details: [(1-ethylbenzimidazol-2-yl) [2-(4-(2-pyridyl)piperazinyl)ethyl]amine] (Compound 41). p (kk) 1-(Pyridin-2-yl)-4-(2-[1-isopropylbenzimidazol-2-yl]aminoethyl)piperazine hydrobromide (Compound 42). The reactants are CCOC(C)=O, CS(C)=O, CSCc1cccc2c(C(CCOS(C)(=O)=O)c3c(F)cc(Cl)cc3F)c[nH]c12, N#C[K]. RXN SMILES: [CH3:33][CH2:34][O:35][C:36](=[O:37])[CH3:38].[CH3:39][S:40]([CH3:41])=[O:42].[CH3:4][S:5]([O:6][CH2:9][CH2:10][CH:11]([c:12]1[cH:13][nH:14][c:15]2[c:16]([CH2:21][S:22][CH3:23])[cH:17][cH:18][cH:19][c:20]12)[c:24]1[c:25]([F:32])[cH:26][c:27]([Cl:31])[cH:28][c:29]1[F:30])(=[O:7])=[O:8].[K:1][C:2]#[N:3]>>[C:2](#[N:3])[CH2:9][CH2:10][CH:11]([c:12]1[cH:13][nH:14][c:15]2[c:16]([CH2:21][S:22][CH3:23])[cH:17][cH:18][cH:19][c:20]12)[c:24]1[c:25]([F:32])[cH:26][c:27]([Cl:31])[cH:28][c:29]1[F:30]. The product is CSCc1cccc2c(C(CCC#N)c3c(F)cc(Cl)cc3F)c[nH]c12.